From a dataset of the Open Reaction Database (ORD), a public repository of structured organic reaction records. describe an organic reaction: reactants, conditions, products, and yield As a reaction SMILES: [Cl:1][SiH2:2][Cl:3].[CH2:4]=[CH:5][C:6]1[CH:11]=[CH:10][CH:9]=[CH:8][CH:7]=1>>[CH2:4]([SiH:2]([Cl:3])[Cl:1])[CH2:5][C:6]1[CH:11]=[CH:10][CH:9]=[CH:8][CH:7]=1. Reported procedure: Cyclohexylphenethydichlorosilane having the general formula ##STR12## which is produced by reacting a dichlorosilane and styrene in the presence of the catalyst of claim 6 at a temperature of 30°-150° C. for 0.1-60 hours to produce a monophenethyldichlorosilane and reacting said monosubstitute with cyclohexene at a temperature of 80°-150° C. for 5-20 hours. Starting materials: Cl[SiH2]Cl (dichlorosilane), C=CC1=CC=CC=C1 (styrene). The product is C(CC1=CC=CC=C1)[SiH](Cl)Cl (monophenethyldichlorosilane). Starting materials: N1(CCCCC1)C(=O)N1CCC2=C(CC1)C=CC(=C2)S(=O)(=O)N (2,3,4,5-tetrahydro-3-(1-piperidinylcarbonyl)-1H-3-benzazepine-7-sulfonamide), C1(CCCCC1)N=C=O (cyclohexylisocyanate). The product is C1(CCCCC1)NC(=O)NS(=O)(=O)C1=CC2=C(CCN(CC2)C(=O)N2CCCCC2)C=C1 (1-cyclohexyl-3-{[2,3,4,5-tetrahydro-3-(1-piperidinylcarbonyl)-1H-3-benzazepin-7-yl]sulfonyl}urea). RXN SMILES: [N:1]1([C:7]([N:9]2[CH2:15][CH2:14][C:13]3[CH:16]=[CH:17][C:18]([S:20]([NH2:23])(=[O:22])=[O:21])=[CH:19][C:12]=3[CH2:11][CH2:10]2)=[O:8])[CH2:6][CH2:5][CH2:4][CH2:3][CH2:2]1.[CH:24]1([N:30]=[C:31]=[O:32])[CH2:29][CH2:28][CH2:27][CH2:26][CH2:25]1>>[CH:24]1([NH:30][C:31]([NH:23][S:20]([C:18]2[CH:17]=[CH:16][C:13]3[CH2:14][CH2:15][N:9]([C:7]([N:1]4[CH2:6][CH2:5][CH2:4][CH2:3][CH2:2]4)=[O:8])[CH2:10][CH2:11][C:12]=3[CH:19]=2)(=[O:22])=[O:21])=[O:32])[CH2:29][CH2:28][CH2:27][CH2:26][CH2:25]1. Procedure details: By the reaction of 2,3,4,5-tetrahydro-3-(1-piperidinylcarbonyl)-1H-3-benzazepine-7-sulfonamide with cyclohexylisocyanate in a manner analogous to that described in Example 1, there is obtained 1-cyclohexyl-3-{[2,3,4,5-tetrahydro-3-(1-piperidinylcarbonyl)-1H-3-benzazepin-7-yl]sulfonyl}urea, m.p. 166°-167° C. The starting material can be prepared by the reaction of 2,3,4,5-tetrahydro-1H-3-benzazepine-7-sulfonamide hydrochloride with 1-piperidine-carbonyl chloride in a manneranalogous to that descr... Reactants: BrC=1C=CC(=C(C1)C)I (5-bromo-2-iodo toluene), OCN1C(C=2C(C1=O)=CC=CC2)=O (N-(hydroxymethy) phthalimide), O (Water), S(O)(O)(=O)=O (sulfuric acid). The solvent is FC(C(=O)O)(F)F (trifluoroacetic acid). Reaction conditions: time 22 hour. The product is BrC1=C(CN2C(C3=CC=CC=C3C2=O)=O)C=C(C(=C1)C)I (2-(2-Bromo-5-iodo-4-methylbenzyl) isoindoline-1,3-dione). Reaction SMILES: [Br:1][C:2]1[CH:3]=[CH:4][C:5]([I:9])=[C:6]([CH3:8])[CH:7]=1.O[CH2:11][N:12]1[C:16](=[O:17])[C:15]2=[CH:18][CH:19]=[CH:20][CH:21]=[C:14]2[C:13]1=[O:22].S(=O)(=O)(O)O.O>FC(F)(F)C(O)=O>[Br:1][C:2]1[CH:7]=[C:6]([CH3:8])[C:5]([I:9])=[CH:4][C:3]=1[CH2:11][N:12]1[C:16](=[O:17])[C:15]2[C:14](=[CH:21][CH:20]=[CH:19][CH:18]=2)[C:13]1=[O:22]. Procedure details: To a solution of 5-bromo-2-iodo toluene (512 mg, 1.72 mmol) in trifluoroacetic acid (5 mL) was added N-(hydroxymethy) phthalimide (305 mg, 1.72 mmol). The mixture developed a pink color. The solution was stirred at room temperature for 22 hours then concentrated sulfuric acid (1 mL) was added. The homogeneous solution was stirred for 18 hours at room temperature. Water was added and the precipitated solid collected by filtration and dried in a current of air (0.776 gm). This material, which by p... Starting materials: CO, O, O=c1ccc(C(c2ccccc2)c2ccccc2)cn1CCOC1CCCCO1. The product is O=c1ccc(C(c2ccccc2)c2ccccc2)cn1CCO. As a reaction SMILES: [CH3:31][OH:32].[OH2:30].[c:1]1([CH:7]([c:8]2[cH:9][cH:10][c:11](=[O:23])[n:12]([CH2:14][CH2:15][O:16][CH:17]3[CH2:18][CH2:19][CH2:20][CH2:21][O:22]3)[cH:13]2)[c:24]2[cH:25][cH:26][cH:27][cH:28][cH:29]2)[cH:2][cH:3][cH:4][cH:5][cH:6]1>>[c:1]1([CH:7]([c:8]2[cH:9][cH:10][c:11](=[O:23])[n:12]([CH2:14][CH2:15][OH:16])[cH:13]2)[c:24]2[cH:25][cH:26][cH:27][cH:28][cH:29]2)[cH:2][cH:3][cH:4][cH:5][cH:6]1. Starting materials: C([O-])([O-])=O.[K+].[K+] (potassium carbonate), BrCC1CCOCC1 (4-(bromomethyl)tetrahydro-2H-pyran), BrCC1CCOCC1 (4-(bromomethyl)tetrahydro-2H-pyran), O=S1(N=C2N(CC1)C=CC=C2C2=CC=C(C=C2)O)=O (4-(2,2-dioxido-3,4-dihydropyrido[2,1-c][1,2,4]thiadiazin-9-yl)phenol), [OH-].[Na+] (NaOH). Run in CS(=O)C (DMSO). Run at temperature 130 celsius, time 3 hour. The product is O1CCC(CC1)COC1=CC=C(C=C1)C1=CC=CN2C1=NS(CC2)(=O)=O (9-[4-(tetrahydro-2H-pyran-4-ylmethoxy)phenyl]-3,4-dihydropyrido[2,1-c][1,2,4]thiadiazine 2,2-dioxide). Yield: 43.8%. RXN SMILES: C(=O)([O-])[O-].[K+].[K+].Br[CH2:8][CH:9]1[CH2:14][CH2:13][O:12][CH2:11][CH2:10]1.[O:15]=[S:16]1(=[O:33])[CH2:21][CH2:20][N:19]2[CH:22]=[CH:23][CH:24]=[C:25]([C:26]3[CH:31]=[CH:30][C:29]([OH:32])=[CH:28][CH:27]=3)[C:18]2=[N:17]1.[OH-].[Na+]>CS(C)=O>[O:12]1[CH2:13][CH2:14][CH:9]([CH2:8][O:32][C:29]2[CH:28]=[CH:27][C:26]([C:25]3[C:18]4=[N:17][S:16](=[O:33])(=[O:15])[CH2:21][CH2:20][N:19]4[CH:22]=[CH:23][CH:24]=3)=[CH:31][CH:30]=2)[CH2:10][CH2:11]1 |f:0.1.2,5.6|. Reported procedure: A mixture of potassium carbonate (602 mg), 4-(bromomethyl)tetrahydro-2H-pyran (780 mg), 4-(bromomethyl)tetrahydro-2H-pyran (780 mg) and 4-(2,2-dioxido-3,4-dihydropyrido[2,1-c][1,2,4]thiadiazin-9-yl)phenol (602 mg) in DMSO (5 mL) was stirred at 130° C. for 3 hr. The mixture was poured into 1N NaOH aq. and extracted with EtOAc. The organic layer was separated, washed with 1N NaOH aq. and brine, dried over anhydrous magnesium sulfate and concentrated in vacuo. The residue was passed through column ... Reactants: [OH-].[Na+] (sodium hydroxide), COC1=NC=C(C=N1)C=O (2-Methoxypyrimidine-5-carbaldehyde), C(C)OC(CC(=O)C)=O (ethylacetoacetate), N1CCCCC1 (piperidine), CC(C)O (propan-2-ol). The product is C(=O)(O)CC(CC(=O)O)C=1C=NC(=NC1)OC (4-Carboxy-3-(2-methoxypyrimidin-5-yl)butanoic acid). The yield is 85.0%. Reaction SMILES: [CH3:1][O:2][C:3]1[N:8]=[CH:7][C:6]([CH:9]=O)=[CH:5][N:4]=1.C([O:13][C:14](=[O:19])[CH2:15]C(C)=O)C.N1CCCCC1.[OH-:26].[Na+].C[CH:29]([OH:31])[CH3:30]>>[C:29]([CH2:30][CH:9]([C:6]1[CH:7]=[N:8][C:3]([O:2][CH3:1])=[N:4][CH:5]=1)[CH2:15][C:14]([OH:13])=[O:19])([OH:31])=[O:26] |f:3.4|. Procedure: 2-Methoxypyrimidine-5-carbaldehyde (see J. Heterocycl. Chem. (1991) 28, 1281) (9.00 kg) was reacted with ethylacetoacetate (17.8 kg) in the presence of piperidine (555 g) in propan-2-ol (90 L) at 50° C. for several hours, followed by a hydrolysis with aqueous sodium hydroxide (24.2 kg of 46% NaOH in 30 L of water) at 0° C. Phase separation of the resulting mixture, acidification of the aqueous layer with concentrated hydrochloric acid (23.2 kg) to pH 2-3 and crystallization afforded the title co... The reactants are CN(C=C(C(CC(COC)=O)=O)C1=CC(=CC=C1)C(F)(F)F)C (1-dimethylamino-6-methoxy-2-(3-trifluoromethylphenyl)-1-hexene-3,5-dione), COC(N(C)C)OC (N,N-dimethylformamide dimethyl acetal), CN (methylamine). Product: COCC(=O)C1=CN(C=C(C1=O)C1=CC(=CC=C1)C(F)(F)F)C (3-Methoxyacetyl-1-methyl-5-(3-trifluoromethylphenyl)-4(1H)-pyridinone). RXN SMILES: [CH3:1][N:2]([CH3:23])[CH:3]=[C:4]([C:13]1[CH:18]=[CH:17][CH:16]=[C:15]([C:19]([F:22])([F:21])[F:20])[CH:14]=1)[C:5](=[O:12])[CH2:6][C:7](=[O:11])[CH2:8][O:9][CH3:10].COC(OC)N(C)C.CN>>[CH3:10][O:9][CH2:8][C:7]([C:6]1[C:5](=[O:12])[C:4]([C:13]2[CH:18]=[CH:17][CH:16]=[C:15]([C:19]([F:21])([F:20])[F:22])[CH:14]=2)=[CH:3][N:2]([CH3:1])[CH:23]=1)=[O:11]. Procedure details: A 1 g. portion of impure 1-dimethylamino-6-methoxy-2-(3-trifluoromethylphenyl)-1-hexene-3,5-dione was reacted with 10 ml. of N,N-dimethylformamide dimethyl acetal, and then with 5 ml. of 40% aqueous methylamine, as described in Preparation 1. The product was purified as described in that example, except that 1:1 ethyl acetate:dichloromethane was used as the eluent, to obtain 0.13 g. of the desired product, m.p. 104°, dec. Nmr analysis in DMSOd6 showed peaks at δ7.6-8.5 (m, 6H, aromatic); 4.8 (s,... Reported procedure: 90 g of isopropenyltoluene, 10 g of C5 fraction (n-pentane/isoprene/1,3-pentadiene/cyclopentadiene=5/6/3/3) obtained by thermal cracking of petroleum naphtha, and 150 g of toluene were charged into an autoclave, and the mixture was reacted by adding in drops, as a catalyst, 1.5 g of BF3 phenol complex over a period of about 10 minutes, keeping the temperature at 0° C. while stirring. Then, the stirring was continued for another 3 hours. Then, 50 ml of a 5 wt % aqueous sodium hydroxide solution w... The reactants are CCCCC.C=CC(C)=C.C=CC=CC.C1=CC=CC1 (n-pentane isoprene 1,3-pentadiene cyclopentadiene), petroleum naphtha. The product is C(=C)(C)C1=C(C=CC=C1)C (isopropenyltoluene), C5. Reaction SMILES: CCCCC.[CH2:6]=[CH:7][C:8](=[CH2:10])[CH3:9].C=CC=CC.[CH:16]1[CH2:20][CH:19]=[CH:18][CH:17]=1>C1(C)C=CC=CC=1>[C:8]([C:7]1[CH:6]=[CH:16][CH:20]=[CH:19][C:18]=1[CH3:17])([CH3:10])=[CH2:9] |f:0.1.2.3|. The solvent is C1(=CC=CC=C1)C (toluene). Reactants: BrC1=C(C=C(C=C1)O)OC (4-bromo-3-methoxyphenol), C([O-])([O-])=O.[K+].[K+] (potassium carbonate), C(CC)I (n-propyl iodide). Run in CC(=O)C (acetone). Product: BrC1=C(C=C(C=C1)OCCC)OC (1-bromo-2-methoxy-4-propoxy-benzene). Isolated yield 88.0%. As a reaction SMILES: [Br:1][C:2]1[CH:7]=[CH:6][C:5]([OH:8])=[CH:4][C:3]=1[O:9][CH3:10].C(=O)([O-])[O-].[K+].[K+].[CH2:17](I)[CH2:18][CH3:19]>CC(C)=O>[Br:1][C:2]1[CH:7]=[CH:6][C:5]([O:8][CH2:17][CH2:18][CH3:19])=[CH:4][C:3]=1[O:9][CH3:10] |f:1.2.3|. Procedure: Prepare a solution of 4-bromo-3-methoxyphenol (6.5 g, 32 mmole), and potassium carbonate (15 g) in acetone (250 mL) under argon. Add n-propyl iodide (9.0 g, 5.2 mL, 53 mmole) and heat to reflux overnight. Cool to room temperature and filter. Rotovap to condense and evaporate the solvents. Check by thin layer chromatagraphy (25% ethyl aceate/75% hexane). Wash three times with 100 mL 3% potassium hydroxide. Dry the organic layer with magnesium sulfate. Filter and rotovap. Purify by chromatography ... Starting materials: solid, FC1=C(C=CC(=C1)F)N1N=CC=C1C1=CC=C(C=C1)[N+](=O)[O-] (1-(2,4-difluoro-phenyl)-5-(4-nitro-phenyl)-1H-pyrazole), FC1=C(C=CC(=C1)F)N1N=CC=C1C1=CC=C(C=C1)[N+](=O)[O-] (1-(2,4-difluoro-phenyl)-5-(4-nitro-phenyl)-1H-pyrazole), FC=1C=C(C=CC1)CC#N (2-(3-fluoro-phenyl)-acetonitrile). Yields the product FC1=C(C=CC(=C1)F)N1N=CC=C1C1=CC=2C(=NOC2C2=CC(=CC=C2)F)C=C1 (5-[2-(2,4-Difluoro-phenyl)-2H-pyrazol-3-yl]-3-(3-fluoro-phenyl)-benzo[c]isoxazole). Reaction SMILES: [F:1][C:2]1[CH:7]=[C:6]([F:8])[CH:5]=[CH:4][C:3]=1[N:9]1[C:13]([C:14]2[CH:19]=[CH:18][C:17]([N+:20]([O-:22])=O)=[CH:16][CH:15]=2)=[CH:12][CH:11]=[N:10]1.[F:23][C:24]1[CH:25]=[C:26]([CH2:30]C#N)[CH:27]=[CH:28][CH:29]=1>>[F:1][C:2]1[CH:7]=[C:6]([F:8])[CH:5]=[CH:4][C:3]=1[N:9]1[C:13]([C:14]2[CH:19]=[CH:18][C:17]3=[N:20][O:22][C:30]([C:26]4[CH:27]=[CH:28][CH:29]=[C:24]([F:23])[CH:25]=4)=[C:16]3[CH:15]=2)=[CH:12][CH:11]=[N:10]1. Procedure details: The title compound, light yellow solid (85 mg, 65%), MS (ISP) m/z=392.2 [(M+H)+], mp 165° C., was prepared in accordance with the general method of example 1 from 1-(2,4-difluoro-phenyl)-5-(4-nitro-phenyl)-1H-pyrazole (intermediate I) (100 mg, 353 μmol) and commercially available 2-(3-fluoro-phenyl)-acetonitrile.